This data is from the Open Reaction Database (ORD), a public repository of structured organic reaction records. The task is: describe an organic reaction: reactants, conditions, products, and yield The reactants are CC(=O)O, CS(C)=O, O=C(O)C(F)(F)F, COc1cc(CO)cc(C(Nc2ccc(C(=N)N)cc2)c2nn(-c3ncccn3)c(=O)[nH]2)c1. Product: O=C(O)C(F)(F)F, COc1cc(CO)cc(C(Nc2ccc(C(=N)N)cc2)c2nn(-c3ncccn3)c(=O)[nH]2)c1. As a reaction SMILES: [C:1]([OH:2])(=[O:3])[CH3:4].[CH3:45][S:46]([CH3:47])=[O:48].[OH:38][C:39](=[O:40])[C:41]([F:42])([F:43])[F:44].[OH:5][CH2:6][c:7]1[cH:8][c:9]([CH:15]([c:16]2[n:17][n:18](-[c:22]3[n:23][cH:24][cH:25][cH:26][n:27]3)[c:19](=[O:21])[nH:20]2)[NH:28][c:29]2[cH:30][cH:31][c:32]([C:33](=[NH:34])[NH2:35])[cH:36][cH:37]2)[cH:10][c:11]([O:13][CH3:14])[cH:12]1>>[O:38]=[C:39]([OH:40])[C:41]([F:42])([F:43])[F:44].[OH:5][CH2:6][c:7]1[cH:8][c:9]([CH:15]([c:16]2[n:17][n:18](-[c:22]3[n:23][cH:24][cH:25][cH:26][n:27]3)[c:19](=[O:21])[nH:20]2)[NH:28][c:29]2[cH:30][cH:31][c:32]([C:33](=[NH:34])[NH2:35])[cH:36][cH:37]2)[cH:10][c:11]([O:13][CH3:14])[cH:12]1. The reactants are OC(COC1=CC=C2C=NNC(C2=C1)=S)CNC(C)C (7-(2-Hydroxy-3-isopropylaminopropoxy)-1(2H)-phthalazinethione), O.NN (hydrazine hydrate). Yields the product OC(COC1=CC=C2C=NN=C(C2=C1)NN)CNC(C)C (7-(2-hydroxy-3-isopropylaminopropoxy)-1-hydrazinophthalazine). RXN SMILES: [OH:1][CH:2]([CH2:16][NH:17][CH:18]([CH3:20])[CH3:19])[CH2:3][O:4][C:5]1[CH:14]=[C:13]2[C:8]([CH:9]=[N:10][NH:11][C:12]2=S)=[CH:7][CH:6]=1.O.[NH2:22][NH2:23]>>[OH:1][CH:2]([CH2:16][NH:17][CH:18]([CH3:20])[CH3:19])[CH2:3][O:4][C:5]1[CH:14]=[C:13]2[C:8]([CH:9]=[N:10][N:11]=[C:12]2[NH:22][NH2:23])=[CH:7][CH:6]=1 |f:1.2|. Procedure details: 7-(2-Hydroxy-3-isopropylaminopropoxy)-1(2H)-phthalazinethione was reacted with hydrazine hydrate in a similar manner to that described in Example 1(viii) to give 7-(2-hydroxy-3-isopropylaminopropoxy)-1-hydrazinophthalazine which was isolated as its hydrochloride m.p. 249°-253° (decomposition). Run in C(C)(C)(C)OC (t-BuOMe), O (water). The product is CN1CC2=C(C(N=C1CC1=CC=C(C=C1)NS(=O)(=O)C)C1=CC=CC=C1)C=CC=C2 (4,5-dihydro-4-methyl-1-phenyl-3-[1-(4-methylsulfonylaminophenyl)methyl]-1H-2,4-benzodiazepine). Starting materials: Cl.Cl.CN1CC2=C(C(N=C1CC1=CC=C(C=C1)N)C1=CC=CC=C1)C=CC=C2 (4,5-dihydro-4-methyl-1-phenyl-3-[1-(4-aminophenyl)methyl]-1H-2,4-benzodiazepine dihydrochloride), C(Cl)Cl (CH2Cl2), N1=CC=CC=C1 (pyridine), CS(=O)(=O)Cl (methanesulfonyl chloride). Yield: 7.2%. RXN SMILES: Cl.Cl.[CH3:3][N:4]1[C:10]([CH2:11][C:12]2[CH:17]=[CH:16][C:15]([NH2:18])=[CH:14][CH:13]=2)=[N:9][CH:8]([C:19]2[CH:24]=[CH:23][CH:22]=[CH:21][CH:20]=2)[C:7]2[CH:25]=[CH:26][CH:27]=[CH:28][C:6]=2[CH2:5]1.C(Cl)Cl.N1C=CC=CC=1.[CH3:38][S:39](Cl)(=[O:41])=[O:40]>C(OC)(C)(C)C.O>[CH3:3][N:4]1[C:10]([CH2:11][C:12]2[CH:17]=[CH:16][C:15]([NH:18][S:39]([CH3:38])(=[O:41])=[O:40])=[CH:14][CH:13]=2)=[N:9][CH:8]([C:19]2[CH:24]=[CH:23][CH:22]=[CH:21][CH:20]=2)[C:7]2[CH:25]=[CH:26][CH:27]=[CH:28][C:6]=2[CH2:5]1 |f:0.1.2|. Procedure details: To a cooled mixture of the diamine dihydrochloride of Example 378 (b) (1.16 g, 28 mmol), CH2Cl2 (25 mL) and pyridine (6 mL) under nitrogen was added methanesulfonyl chloride (0.64 g, 56 mmol). The reaction mixture was stirred, with cooling in ice-bath, for 13/4 hours and then was poured into a solution of water/saturated Na2CO3. The layers were separated, the aqueous layer was extracted with CH2Cl2, and the organic layers were combined and washed with water/saturated Na2CO3. The organic layer wa... The reactants are C1CCOC1 (THF), C1=C(C=CC2=CC=CC=C12)O (2-naphthol), CO (methanol), C1=CC=CC1 (cyclopentadiene), CO (methanol). The solvent is CC(C)CC(=O)C (MIBK). The product is C(C=CCC)C1=C(C=CC2=CC=CC=C12)O (1-(2-penten-1-yl)-2-naphthol). RXN SMILES: [CH:1]1[C:10]2[C:5](=[CH:6][CH:7]=[CH:8][CH:9]=2)[CH:4]=[CH:3][C:2]=1[OH:11].CO.[CH:14]1[CH2:18][CH:17]=[CH:16][CH:15]=1.C1COCC1>CC(CC(C)=O)C>[CH2:16]([C:1]1[C:10]2[C:5](=[CH:6][CH:7]=[CH:8][CH:9]=2)[CH:4]=[CH:3][C:2]=1[OH:11])[CH:15]=[CH:14][CH2:18][CH3:17]. Reported procedure: Into a 2-liter flask having a stirrer, a condenser and a thermometer, 144 g of 2-naphthol, 200 g of methanol and 40 g of PTS were introduced, and a solution of mixture of 66 g of cyclopentadiene and 60 g of methanol was added dropwise over a period of 3 hours while stirring the mixture at room temperature, followed by further stirring for 4 hours at room temperature. To the reaction solution thus obtained, THF and MIBK were added, and the resultant solution was washed with 200 ml of an aqueous 1... The reactants are COC.[Na] (sodium methyoxide), COC1=C(C=CC2=C1CCCCC2=O)OC (1,2-dimethoxy-6,7,8,9-tetrahydro-5H-benzocyclohepten-5-one), C[O-].[Na+] (sodium methoxide). Run in CO (methanol). Product: methyl ester, COC1=C(C=CC2=C1CCCC(C2=O)C(=O)O)OC (1,2-dimethoxy-5-oxo-6,7,8,9,-tetrahydro-5H-benzocycloheptene-6-carboxylic acid). Reaction SMILES: [CH3:1][O:2][C:3]1[C:8]2[CH2:9][CH2:10][CH2:11][CH2:12][C:13](=[O:14])[C:7]=2[CH:6]=[CH:5][C:4]=1[O:15][CH3:16].C[O-:18].[Na+].C[O:21][CH3:22].[Na]>CO>[CH3:1][O:2][C:3]1[C:8]2[CH2:9][CH2:10][CH2:11][CH:12]([C:22]([OH:21])=[O:18])[C:13](=[O:14])[C:7]=2[CH:6]=[CH:5][C:4]=1[O:15][CH3:16] |f:1.2,3.4,^1:22|. Procedure details: A mixture of 1,2-dimethoxy-6,7,8,9-tetrahydro-5H-benzocyclohepten-5-one [Itoh et al., Chem. Pharm. Bull., 26, 504 (1978)] (2.2 g), powdery sodium methoxide [prepared by subjecting a 28% methanol solution of sodium methyoxide (8.5 g) to evaporation to dryness under reduced pressure] and dimethyl carbonate (40 ml) is heated for 9 hours under reflux in a stream of nitrogen. After cooling and subsequent addition of water (100 ml) and ethyl acetate (200 ml), the mixture is made acid with hydrochloric...